describe an organic reaction: reactants, conditions, products, and yield From a dataset of the Open Reaction Database (ORD), a public repository of structured organic reaction records. Reactants: ClC(C)OC1=CC=CC=C1 (α-chloroethoxybenzene), Cl.ClC=1C=NC(NC1)=O (5-chloropyrimidin-2-one hydrochloride). Solvent: ClCCl (dichloromethane), ClCCl (dichloromethane). Conditions: time 2 hour. Product: O(C1=CC=CC=C1)C(C)N1C(N=CC(=C1)Cl)=O (1-α-Phenoxyethyl-5-chloropyrimidin-2-one). As a reaction SMILES: Cl[CH:2]([O:4][C:5]1[CH:10]=[CH:9][CH:8]=[CH:7][CH:6]=1)[CH3:3].Cl.[Cl:12][C:13]1[CH:14]=[N:15][C:16](=[O:19])[NH:17][CH:18]=1>ClCCl>[O:4]([CH:2]([N:17]1[CH:18]=[C:13]([Cl:12])[CH:14]=[N:15][C:16]1=[O:19])[CH3:3])[C:5]1[CH:10]=[CH:9][CH:8]=[CH:7][CH:6]=1 |f:1.2|. Reported procedure: The title compound was prepared in a manner similar to that described in Example 6 by adding a solution of α-chloroethoxybenzene [see Preparation 8] (4.5 mmol) in dichloromethane (5 ml) to a solution from 5-chloropyrimidin-2-one hydrochloride (4.5 mmol) in dichloromethane (15 ml) at 5° C., and the mixture was stirred at room temperature for 2 h before being worked up. The product was a mixture of the desired N-isomer and the O-isomer in the ratio 3:2; yield 0.85 g (76%). The isomers were separat... Reactants: NC1=C(C(=O)O)C=C(C=C1)[N+](=O)[O-] (2-amino-5-nitrobenzoic acid), CN (methylamine), N1(CCCCC1)CCCOC=1C=C(C=O)C=CC1 (3-(3-piperidin-1-ylpropoxy)benzaldehyde). Yields the product CN1C(=NC2=CC=C(C=C2C1=O)[N+](=O)[O-])C1=CC(=CC=C1)OCCCN1CCCCC1 (3-methyl-6-nitro-2-[3-(3-piperidin-1-ylpropoxy)phenyl]-4(3H)-quinazolinone). RXN SMILES: [NH2:1][C:2]1[CH:10]=[CH:9][C:8]([N+:11]([O-:13])=[O:12])=[CH:7][C:3]=1[C:4]([OH:6])=O.[CH3:14][NH2:15].[N:16]1([CH2:22][CH2:23][CH2:24][O:25][C:26]2[CH:27]=[C:28]([CH:31]=[CH:32][CH:33]=2)[CH:29]=O)[CH2:21][CH2:20][CH2:19][CH2:18][CH2:17]1>>[CH3:14][N:15]1[C:4](=[O:6])[C:3]2[C:2](=[CH:10][CH:9]=[C:8]([N+:11]([O-:13])=[O:12])[CH:7]=2)[N:1]=[C:29]1[C:28]1[CH:31]=[CH:32][CH:33]=[C:26]([O:25][CH2:24][CH2:23][CH2:22][N:16]2[CH2:21][CH2:20][CH2:19][CH2:18][CH2:17]2)[CH:27]=1. Reported procedure: The intended compound was obtained according to the method of Example 15 but using 2-amino-5-nitrobenzoic acid, methylamine and 3-(3-piperidin-1-ylpropoxy)benzaldehyde. The reactants are FC=1C=C(C=CC1[Sn](C)(C)C)N1C(O[C@H](C1)CN1N=NC(=C1)C)=O ((5R)-3-[3-fluoro-4-(trimethylstannyl)phenyl]-5-[(4-methyl-1H-1,2,3-triazol-1-yl)methyl]-1,3-oxazolidin-2-one), [Si](C)(C)(C(C)(C)C)OC[C@H]1CN(C(O1)=O)C1=CC=C(C=C1)I ((5R)-5-({[tert-butyl(dimethyl)silyl]oxy}methyl)-3-(4-iodophenyl)-1,3-oxazolidin-2-one). The product is [Si](C)(C)(C(C)(C)C)OC[C@H]1CN(C(O1)=O)C1=CC=C(C=C1)[Sn](C)(C)C ((5R)-5-({[tert-Butyl(dimethyl)silyl]oxy}methyl)-3-[4-(trimethylstannyl)phenyl]-1,3-oxazolidin-2-one). Reaction SMILES: F[C:2]1[CH:3]=[C:4]([N:12]2[CH2:16][C@H:15]([CH2:17]N3C=C(C)N=N3)[O:14][C:13]2=[O:24])[CH:5]=[CH:6][C:7]=1[Sn:8]([CH3:11])([CH3:10])[CH3:9].[Si:25]([O:32]C[C@@H]1OC(=O)N(C2C=CC(I)=CC=2)C1)([C:28]([CH3:31])([CH3:30])[CH3:29])([CH3:27])[CH3:26]>>[Si:25]([O:32][CH2:17][C@@H:15]1[O:14][C:13](=[O:24])[N:12]([C:4]2[CH:3]=[CH:2][C:7]([Sn:8]([CH3:9])([CH3:10])[CH3:11])=[CH:6][CH:5]=2)[CH2:16]1)([C:28]([CH3:31])([CH3:30])[CH3:29])([CH3:27])[CH3:26]. Reported procedure: Using the procedure described for (5R)-3-[3-fluoro-4-(trimethylstannyl)phenyl]-5-[(4-methyl-1H-1,2,3-triazol-1-yl)methyl]-1,3-oxazolidin-2-one (above), but starting from (5R)-5-({[tert-butyl(dimethyl)silyl]oxy}methyl)-3-(4-iodophenyl)-1,3-oxazolidin-2-one (2.45 g, 5.66 mM) gave the title compound as a white solid after chromatography, using hexanes then 20% ethyl acetate/hexanes (1.59 g).